The task is: describe an organic reaction: reactants, conditions, products, and yield. This data is from the Open Reaction Database (ORD), a public repository of structured organic reaction records. Reactants: N1(CCCC1)CCCOC1=CC=C(C=C1)C1(CCOCC1)C=O (4-[4-(3-Pyrrolidin-1-ylpropoxy)phenyl]tetrahydro-2H-pyran-4-carbaldehyde), N1CC(CC1)O (3-pyrrolidinol). Reagents/catalysts: CC([O-])C.[Ti+4].CC([O-])C.CC([O-])C.CC([O-])C (titanium (IV) isopropoxide). Solvent: C(C)O (ethanol). Yields the product N1(CCCC1)CCCOC1=CC=C(C=C1)C1(CCOCC1)CN1CC(CC1)O (1-{4-[4-(3-Pyrrolidin-1-ylpropoxy)phenyl]tetrahydropyran-4-ylmethyl)pyrrolidin-3-ol). The yield is 91.0%. RXN SMILES: [N:1]1([CH2:6][CH2:7][CH2:8][O:9][C:10]2[CH:15]=[CH:14][C:13]([C:16]3([CH:22]=O)[CH2:21][CH2:20][O:19][CH2:18][CH2:17]3)=[CH:12][CH:11]=2)[CH2:5][CH2:4][CH2:3][CH2:2]1.[NH:24]1[CH2:28][CH2:27][CH:26]([OH:29])[CH2:25]1>CC(C)[O-].[Ti+4].CC(C)[O-].CC(C)[O-].CC(C)[O-].C(O)C>[N:1]1([CH2:6][CH2:7][CH2:8][O:9][C:10]2[CH:15]=[CH:14][C:13]([C:16]3([CH2:22][N:24]4[CH2:28][CH2:27][CH:26]([OH:29])[CH2:25]4)[CH2:21][CH2:20][O:19][CH2:18][CH2:17]3)=[CH:12][CH:11]=2)[CH2:5][CH2:4][CH2:3][CH2:2]1 |f:2.3.4.5.6|. Procedure details: 4-[4-(3-Pyrrolidin-1-ylpropoxy)phenyl]tetrahydro-2H-pyran-4-carbaldehyde (350 mg, 1.103 mmol), 3-pyrrolidinol (200 mg, 2.02 mmol), absolute ethanol (40 ml), activated 3 Å molecular sieves (350 mg), titanium (IV) isopropoxide (1.62 ml, 5.48 mmol) and STAB (2.0 g, 9.74 mmol) were reacted in accordance with the general procedure D. The isolated crude product was purified by column chromatography on silica eluting with DCM:MeOH:NH3 (97:2:1) to give the title compound as a white solid (390 mg, 91%). ... Reactants: NC1=NC2=C(C(=NC1)C1=CC(=CC=C1)F)C=CC(=C2)SCC (2-amino-8-ethylthio-5-(m-fluorophenyl)-3H-1,4-benzodiazepine), C(C#C)(=O)OCC (ethyl propiolate). Solvent: C(C)O (ethanol). The product is C(C)SC1=CC2=C(C(=NCC=3N2C=CC(N3)=O)C3=CC(=CC=C3)F)C=C1 (10-ethylthio-7-(m-fluorophenyl)pyrimido[1,2-a][1,4]benzodiazepin-3(5H)-one). RXN SMILES: [NH2:1][C:2]1[CH2:8][N:7]=[C:6]([C:9]2[CH:14]=[CH:13][CH:12]=[C:11]([F:15])[CH:10]=2)[C:5]2[CH:16]=[CH:17][C:18]([S:20][CH2:21][CH3:22])=[CH:19][C:4]=2[N:3]=1.[C:23](OCC)(=[O:26])[C:24]#[CH:25]>C(O)C>[CH2:21]([S:20][C:18]1[CH:17]=[CH:16][C:5]2[C:6]([C:9]3[CH:14]=[CH:13][CH:12]=[C:11]([F:15])[CH:10]=3)=[N:7][CH2:8][C:2]3[N:3]([CH:25]=[CH:24][C:23](=[O:26])[N:1]=3)[C:4]=2[CH:19]=1)[CH3:22]. Reported procedure: In the manner given in Example 1, 2-amino-8-ethylthio-5-(m-fluorophenyl)-3H-1,4-benzodiazepine, ethyl propiolate and ethanol were refluxed. The mixture was chromatographed to give 10-ethylthio-7-(m-fluorophenyl)pyrimido[1,2-a][1,4]benzodiazepin-3(5H)-one. Reactants: ClC=1C=C2C3=CC(=CC=C3S(NC2=C2N=CC=CC12)(=O)=O)F (12-Chloro-9-fluoro-5H-6-thia-4,5-diaza-chrysene 6,6-dioxide), N1CCOCC1 (morpholine). Run in CN1CCCC1=O (NMP). The product is ClC=1C=C2C3=CC(=CC=C3S(NC2=C2N=CC=CC12)(=O)=O)N1CCOCC1 (12-Chloro-9-morpholin-4-yl-5H-6-thia-4,5-diaza-chrysene 6,6-dioxide). Yield: 41.5%. RXN SMILES: [Cl:1][C:2]1[CH:3]=[C:4]2[C:13](=[C:14]3[C:19]=1[CH:18]=[CH:17][CH:16]=[N:15]3)[NH:12][S:11](=[O:21])(=[O:20])[C:10]1[C:5]2=[CH:6][C:7](F)=[CH:8][CH:9]=1.[NH:23]1[CH2:28][CH2:27][O:26][CH2:25][CH2:24]1>CN1C(=O)CCC1>[Cl:1][C:2]1[CH:3]=[C:4]2[C:13](=[C:14]3[C:19]=1[CH:18]=[CH:17][CH:16]=[N:15]3)[NH:12][S:11](=[O:21])(=[O:20])[C:10]1[C:5]2=[CH:6][C:7]([N:23]2[CH2:28][CH2:27][O:26][CH2:25][CH2:24]2)=[CH:8][CH:9]=1. Procedure: In a similar fashion using route 51 general procedure 118, 12-chloro-9-fluoro-5H-6-thia-4,5-diaza-chrysene 6,6-dioxide 503 (100 mg, 0.3 mmol), morpholine (0.052 ml, 0.6 mmol) and NMP (2 ml) gave title compound (50 mg, 41%) after purification by column chromatography using chloroform/MeOH (99.5:0.5) as the eluent. The reactants are C(C)[Si](CC)(CC)Cl (Triethyl silyl chloride), N1C=NC=C1 (imidazole), O1C(=CC=C1)[C@H]1[C@@](C(N1)=O)(C)O ((3R,4R)-4-(furan-2-yl)-3-hydroxy-3-methyl-azetidin-2-one), C(C)(=O)OCC.CCCCC (ethyl acetate n-pentane). The solvent is CN(C)C=O (DMF). Product: O1C(=CC=C1)[C@H]1[C@@](C(N1)=O)(C)O[Si](CC)(CC)CC ((3R,4S)-4-(furan-2-yl)-3-triethylsilyloxy-3-methyl-azetidin-2-one). Isolated yield 67.0%. As a reaction SMILES: [CH2:1]([Si:3](Cl)([CH2:6][CH3:7])[CH2:4][CH3:5])[CH3:2].N1C=CN=C1.[O:14]1[CH:18]=[CH:17][CH:16]=[C:15]1[C@@H:19]1[NH:22][C:21](=[O:23])[C@@:20]1([OH:25])[CH3:24].C(OCC)(=O)C.CCCCC>CN(C=O)C>[O:14]1[CH:18]=[CH:17][CH:16]=[C:15]1[C@@H:19]1[NH:22][C:21](=[O:23])[C@@:20]1([O:25][Si:3]([CH2:6][CH3:7])([CH2:4][CH3:5])[CH2:1][CH3:2])[CH3:24] |f:3.4|. Reported procedure: Triethyl silyl chloride (0.316 g, 2.1 mmol) and imidazole (0.100 g, 1.5 mmol) were added to a stirred solution of (3R,4R)-4-(furan-2-yl)-3-hydroxy-3-methyl-azetidin-2-one (0.167 g, 1.0 mmol) in DMF (6.0 ml) at 25° C. under argon atmosphere. The reaction solution was quenched after 4 h with a saturated NH4Cl aqueous solution and extracted with ethyl acetate. The organic phase was dried and concentrated under reduced pressure. Chromatography of the residue (SiO2, ethyl acetate/n-pentane, 1:2) affo... The reactants are CSC=1SC(C(N1)=O)=CC=1C=C2C=NC=NC2=CC1 (2-methylsulfanyl-5-quinazolin-6-ylmethylene-thiazol-4-one), FC=1C=C(N)C=CC1 (3-fluoroaniline), CCN(C(C)C)C(C)C (DIEA). The product is FC=1C=C(C=CC1)NC=1S\C(\C(N1)=O)=C/C=1C=C2C=NC=NC2=CC1 (2-(3-fluoro-phenylamino)-5-[1-quinazolin-6-yl-meth-(Z)-ylidene]-thiazol-4-one). Reaction SMILES: CS[C:3]1[S:4][C:5](=[CH:9][C:10]2[CH:11]=[C:12]3[C:17](=[CH:18][CH:19]=2)[N:16]=[CH:15][N:14]=[CH:13]3)[C:6](=[O:8])[N:7]=1.[F:20][C:21]1[CH:22]=[C:23]([CH:25]=[CH:26][CH:27]=1)[NH2:24].CCN(C(C)C)C(C)C>>[F:20][C:21]1[CH:22]=[C:23]([NH:24][C:3]2[S:4]/[C:5](=[CH:9]\[C:10]3[CH:11]=[C:12]4[C:17](=[CH:18][CH:19]=3)[N:16]=[CH:15][N:14]=[CH:13]4)/[C:6](=[O:8])[N:7]=2)[CH:25]=[CH:26][CH:27]=1. Procedure details: Similar procedure as described in example 1d was used, starting from 2-methylsulfanyl-5-quinazolin-6-ylmethylene-thiazol-4-one, 3-fluoroaniline and DIEA to give 2-(3-fluoro-phenylamino)-5-[1-quinazolin-6-yl-meth-(Z)-ylidene]-thiazol-4-one: LC-MS m/e observed. LC-MS m/e 351 (MH+). The reactants are C([O-])([O-])=O.[Na+].[Na+] (Sodium carbonate), CC1(OB(OC1(C)C)C=1C=NC(=NC1)N)C (5-(4,4,5,5-tetramethyl-1,3,2-dioxaborolan-2-yl)pyrimidin-2-amine), BrC1=CC=C(OCC(=O)N2CCCC2)C=C1 (1-[(4-bromophenoxy)acetyl]pyrrolidine). Reagents/catalysts: C=1C=CC(=CC1)[P](C=2C=CC=CC2)(C=3C=CC=CC3)[Pd]([P](C=4C=CC=CC4)(C=5C=CC=CC5)C=6C=CC=CC6)([P](C=7C=CC=CC7)(C=8C=CC=CC8)C=9C=CC=CC9)[P](C=1C=CC=CC1)(C=1C=CC=CC1)C=1C=CC=CC1 (tetrakis(triphenylphosphine)palladium). Solvent: CCOC(=O)C (EtOAc), O (water), C(C)O (ethanol), C1(=CC=CC=C1)C (toluene). Run at temperature 120 celsius. Product: O=C(COC1=CC=C(C=C1)C=1C=NC(=NC1)N)N1CCCC1 (5-[4-(2-oxo-2-pyrrolidin-1-ylethoxy)phenyl]pyrimidin-2-amine). Reaction SMILES: C(=O)([O-])[O-].[Na+].[Na+].CC1(C)C(C)(C)OB([C:15]2[CH:16]=[N:17][C:18]([NH2:21])=[N:19][CH:20]=2)O1.Br[C:24]1[CH:38]=[CH:37][C:27]([O:28][CH2:29][C:30]([N:32]2[CH2:36][CH2:35][CH2:34][CH2:33]2)=[O:31])=[CH:26][CH:25]=1>O.C(O)C.C1(C)C=CC=CC=1.CCOC(C)=O.C1C=CC([P]([Pd]([P](C2C=CC=CC=2)(C2C=CC=CC=2)C2C=CC=CC=2)([P](C2C=CC=CC=2)(C2C=CC=CC=2)C2C=CC=CC=2)[P](C2C=CC=CC=2)(C2C=CC=CC=2)C2C=CC=CC=2)(C2C=CC=CC=2)C2C=CC=CC=2)=CC=1>[O:31]=[C:30]([N:32]1[CH2:36][CH2:35][CH2:34][CH2:33]1)[CH2:29][O:28][C:27]1[CH:37]=[CH:38][C:24]([C:15]2[CH:20]=[N:19][C:18]([NH2:21])=[N:17][CH:16]=2)=[CH:25][CH:26]=1 |f:0.1.2,^1:59,61,80,99|. Procedure details: Sodium carbonate (0.318 g, 3.0 mmol) in water (2.0 mL) was added to a mixture of 5-(4,4,5,5-tetramethyl-1,3,2-dioxaborolan-2-yl)pyrimidin-2-amine (0.221 g, 1.0 mmol), 1-[(4-bromophenoxy)acetyl]pyrrolidine (0.341 g, 1.2 mmol) and tetrakis(triphenylphosphine)palladium (35 mg, 0.03 mmol) in ethanol (1.5 mL) and toluene (1.5 mL). The resulting mixture was heated at 120° C. for 3 h. The mixture was diluted with EtOAc and washed with water and brine. The organic layer was dried over Na2SO4, filtered, ...